From a dataset of the Open Reaction Database (ORD), a public repository of structured organic reaction records. describe an organic reaction: reactants, conditions, products, and yield Starting materials: CC(=O)O[BH-](OC(C)=O)OC(C)=O, CC(C)(C)OC(=O)NC(C=O)CSC(c1ccccc1)(c1ccccc1)c1ccccc1, COCCC1CN(Cc2ccccc2)CCN1C(=O)OC(C)(C)C, ClCCl, CC(Cl)Cl, [Na+], O=C(O)C(F)(F)F. Product: COCCC1CN(Cc2ccccc2)CCN1CC(CSC(c1ccccc1)(c1ccccc1)c1ccccc1)NC(=O)OC(C)(C)C. RXN SMILES: [C:32]([O:33][BH-:34]([O:35][C:36](=[O:37])[CH3:38])[O:39][C:40](=[O:41])[CH3:42])(=[O:43])[CH3:44].[C:46]([CH3:47])([CH3:48])([CH3:49])[O:50][C:51](=[O:52])[NH:53][CH:54]([CH:55]=[O:56])[CH2:57][S:58][C:59]([c:60]1[cH:61][cH:62][cH:63][cH:64][cH:65]1)([c:66]1[cH:67][cH:68][cH:69][cH:70][cH:71]1)[c:72]1[cH:73][cH:74][cH:75][cH:76][cH:77]1.[CH2:1]([c:2]1[cH:3][cH:4][cH:5][cH:6][cH:7]1)[N:8]1[CH2:9][CH:10]([CH2:21][CH2:22][O:23][CH3:24])[N:11]([C:14]([O:15][C:16]([CH3:17])([CH3:18])[CH3:19])=[O:20])[CH2:12][CH2:13]1.[CH2:78]([Cl:79])[Cl:80].[Cl:81][CH:82]([Cl:83])[CH3:84].[Na+:45].[OH:25][C:26]([C:27]([F:28])([F:29])[F:30])=[O:31]>>[CH2:1]([c:2]1[cH:3][cH:4][cH:5][cH:6][cH:7]1)[N:8]1[CH2:9][CH:10]([CH2:21][CH2:22][O:23][CH3:24])[N:11]([CH2:14][CH:54]([NH:53][C:51]([O:50][C:46]([CH3:47])([CH3:48])[CH3:49])=[O:52])[CH2:57][S:58][C:59]([c:60]2[cH:61][cH:62][cH:63][cH:64][cH:65]2)([c:66]2[cH:67][cH:68][cH:69][cH:70][cH:71]2)[c:72]2[cH:73][cH:74][cH:75][cH:76][cH:77]2)[CH2:12][CH2:13]1. The reactants are [N+](=O)([O-])C1=C(C(=CC=C1)CCC)O (2-nitro-6-n-propylphenol). Reagents/catalysts: [Pd] (Pd/C). Solvent: CO (methanol). The product is NC1=C(C(=CC=C1)CCC)O (2-amino-6-n-propylphenol). The yield is 90.2%. RXN SMILES: [N+:1]([C:4]1[CH:9]=[CH:8][CH:7]=[C:6]([CH2:10][CH2:11][CH3:12])[C:5]=1[OH:13])([O-])=O>CO.[Pd]>[NH2:1][C:4]1[CH:9]=[CH:8][CH:7]=[C:6]([CH2:10][CH2:11][CH3:12])[C:5]=1[OH:13]. Procedure: To a solution of 2-nitro-6-n-propylphenol(2 g, 11.0 mmol) in methanol(100 mL) was added 10% Pd/C (200 mg). The mixture was flushed with argon, then hydrogen was bubbled through the solution for 10 min. and a hydrogen atmosphere was maintained at balloon pressure overnight. The mixture was filtered through celite and the celite was washed with methanol. The solvent was evaporated and chromatography of the resulting solid on silica gel (5% MeOH/CH2Cl2) gave the desired product(1.50 g, 80.2%). 1H N... Starting materials: [Cl-].N[N+]1=C(N(C=C1)N=CC1=CC=C(C=C1)N(C)C)C (1-amino-3-[[p-(dimethylamino)-benzylidene]amino]-2-methylimidazolium chloride), [N+](=O)([O-])C1=CC=C(C=O)C=C1 (p-nitrobenzaldehyde). Run in C(C)(=O)O (acetic acid). Product: [Cl-].CN(C1=CC=C(C=N[N+]2=C(N(C=C2)N=CC2=CC=C(C=C2)[N+](=O)[O-])C)C=C1)C (1-[[p-(dimethylamino)benzylidene]amino]-2-methyl-3-[[p-nitrobenzylidene]amino]-imidazolium chloride). Reaction SMILES: [Cl-:1].[NH2:2][N+:3]1[CH:7]=[CH:6][N:5]([N:8]=[CH:9][C:10]2[CH:15]=[CH:14][C:13]([N:16]([CH3:18])[CH3:17])=[CH:12][CH:11]=2)[C:4]=1[CH3:19].[N+:20]([C:23]1[CH:30]=[CH:29][C:26]([CH:27]=O)=[CH:25][CH:24]=1)([O-:22])=[O:21]>C(O)(=O)C>[Cl-:1].[CH3:17][N:16]([CH3:18])[C:13]1[CH:14]=[CH:15][C:10]([CH:9]=[N:8][N+:5]2[CH:6]=[CH:7][N:3]([N:2]=[CH:27][C:26]3[CH:29]=[CH:30][C:23]([N+:20]([O-:22])=[O:21])=[CH:24][CH:25]=3)[C:4]=2[CH3:19])=[CH:11][CH:12]=1 |f:0.1,4.5|. Procedure details: 56 mg (0.2 mmol) of 1-amino-3-[[p-(dimethylamino)-benzylidene]amino]-2-methylimidazolium chloride and 30 mg (0.2 mmol) of p-nitrobenzaldehyde are dissolved in 5 ml of glacial acetic acid. After 2 days the solution is evaporated, and the residue is chromatographed on 5 g of silica gel (particle size 0.063-0.200 mm) while eluting chloroform/methanol (87:13) and recrystallized from methylene chloride/petroleum ether. There is obtained 1-[[p-(dimethylamino)benzylidene]amino]-2-methyl-3-[[p-nitrobenz... The product is Oc1cccc2c1CC1OC1C2. RXN SMILES: [C:23](=[O:24])([OH:25])[O-:26].[CH3:28][CH2:29][CH2:30][CH2:31][CH2:32][CH3:33].[CH3:34][CH2:35][O:36][C:37](=[O:38])[CH3:39].[Cl:1][c:2]1[cH:3][cH:4][cH:5][c:6]([C:7]([O:8][OH:10])=[O:9])[cH:11]1.[Na+:27].[c:12]1([OH:22])[cH:13][cH:14][cH:15][c:16]2[c:21]1[CH2:20][CH:19]=[CH:18][CH2:17]2>>[O:9]1[CH:18]2[CH2:17][c:16]3[cH:15][cH:14][cH:13][c:12]([OH:22])[c:21]3[CH2:20][CH:19]12. Reactants: O=C([O-])O, CCCCCC, CCOC(C)=O, O=C(OO)c1cccc(Cl)c1, [Na+], Oc1cccc2c1CC=CC2. The reactants are CC(O)COC(C)(C)C, COc1ccc2c(Cl)ccnc2c1, ClCCl, [H-], [Na+], [Na+], O=C([O-])O, CN(C)C=O. Yields the product COc1ccc2c(OC(C)COC(C)(C)C)ccnc2c1. As a reaction SMILES: [C:1]([CH3:2])([CH3:3])([CH3:4])[O:5][CH2:6][CH:7]([CH3:8])[OH:9].[Cl:12][c:13]1[cH:14][cH:15][n:16][c:17]2[cH:18][c:19]([O:23][CH3:24])[cH:20][cH:21][c:22]12.[Cl:35][CH2:36][Cl:37].[H-:11].[Na+:10].[Na+:29].[O-:25][C:26]([OH:27])=[O:28].[O:30]=[CH:31][N:32]([CH3:33])[CH3:34]>>[C:1]([CH3:2])([CH3:3])([CH3:4])[O:5][CH2:6][CH:7]([CH3:8])[O:9][c:13]1[cH:14][cH:15][n:16][c:17]2[cH:18][c:19]([O:23][CH3:24])[cH:20][cH:21][c:22]12. The reactants are FC1=CC=C(C=C1)C1=C(C(NC2=CC=CC=C12)=O)C(=O)OCC (Ethyl 4-(4-fluorophenyl)-1,2-dihydro-2-oxo-3-quinolinecarboxylate), P(=O)(Cl)(Cl)Cl (phosphorus oxychloride). Yields the product ClC1=NC2=CC=CC=C2C(=C1C(=O)OCC)C1=CC=C(C=C1)F (ethyl 2-chloro-4-(4-fluorophenyl)-3-quinolinecarboxylate). As a reaction SMILES: [F:1][C:2]1[CH:7]=[CH:6][C:5]([C:8]2[C:17]3[C:12](=[CH:13][CH:14]=[CH:15][CH:16]=3)[NH:11][C:10](=O)[C:9]=2[C:19]([O:21][CH2:22][CH3:23])=[O:20])=[CH:4][CH:3]=1.P(Cl)(Cl)([Cl:26])=O>>[Cl:26][C:10]1[C:9]([C:19]([O:21][CH2:22][CH3:23])=[O:20])=[C:8]([C:5]2[CH:6]=[CH:7][C:2]([F:1])=[CH:3][CH:4]=2)[C:17]2[C:12](=[CH:13][CH:14]=[CH:15][CH:16]=2)[N:11]=1. Procedure: Ethyl 4-(4-fluorophenyl)-1,2-dihydro-2-oxo-3-quinolinecarboxylate (12.8 g) is dissolved in 40 ml of phosphorus oxychloride under an atmosphere of nitrogen. The resulting solution is refluxed one hour, cooled, concentrated, and the residue neutralized with cold 1N sodium hydroxide solution and extracted with ethyl acetate. The organic extracts are filtered through a bed of silica to give 13.2 g of ethyl 2-chloro-4-(4-fluorophenyl)-3-quinolinecarboxylate as a white solid; mp 113°-114° C.; 1H NMR (... The reactants are N[C@H](C(=O)N(CCC=1C=NC(=CC1)C(F)(F)F)C1=CC(=C(C=C1)C)C)C1=CC=CC=C1 ((S)-2-Amino-N-(3,4-dimethyl-phenyl)-2-phenyl-N-[2-(6-trifluoromethyl-pyridin-3-yl)-ethyl]-acetamide), O1CC(C1)=O (oxetan-3-one), C(C)(=O)O[BH-](OC(C)=O)OC(C)=O.[Na+] (Sodium triacetoxyborohydride). Yields the product CC=1C=C(C=CC1C)N(C([C@H](C1=CC=CC=C1)NC1COC1)=O)CCC=1C=NC(=CC1)C(F)(F)F ((S)—N-(3,4-Dimethyl-phenyl)-2-(oxetan-3-ylamino)-2-phenyl-N-[2-(6-trifluoromethyl-pyridin-3-yl)-ethyl]-acetamide). Run at time 20 minute. RXN SMILES: [NH2:1][C@@H:2]([C:26]1[CH:31]=[CH:30][CH:29]=[CH:28][CH:27]=1)[C:3]([N:5]([C:18]1[CH:23]=[CH:22][C:21]([CH3:24])=[C:20]([CH3:25])[CH:19]=1)[CH2:6][CH2:7][C:8]1[CH:9]=[N:10][C:11]([C:14]([F:17])([F:16])[F:15])=[CH:12][CH:13]=1)=[O:4].[O:32]1[CH2:35][C:34](=O)[CH2:33]1.C(O[BH-](OC(=O)C)OC(=O)C)(=O)C.[Na+]>C(Cl)Cl>[CH3:25][C:20]1[CH:19]=[C:18]([N:5]([CH2:6][CH2:7][C:8]2[CH:9]=[N:10][C:11]([C:14]([F:17])([F:15])[F:16])=[CH:12][CH:13]=2)[C:3](=[O:4])[C@@H:2]([NH:1][CH:34]2[CH2:35][O:32][CH2:33]2)[C:26]2[CH:27]=[CH:28][CH:29]=[CH:30][CH:31]=2)[CH:23]=[CH:22][C:21]=1[CH3:24] |f:2.3|. Run in C(Cl)Cl (CH2Cl2), C(Cl)Cl (CH2Cl2). Reported procedure: To a solution of 25 mg (S)-2-Amino-N-(3,4-dimethyl-phenyl)-2-phenyl-N-[2-(6-trifluoromethyl-pyridin-3-yl)-ethyl]-acetamide (from example 1) in 1.5 ml dry CH2Cl2 under argon in a sealed tube was added 1.1 eq. oxetan-3-one. The reaction mixture was stirred at RT for 20 min, followed by the addition of 3.0 eq., Sodium triacetoxyborohydride and the reaction stirred for 16 h at RT. The reaction mixture diluted with 10 ml CH2Cl2 and washed with 2M aq. Na2CO3 2M, dried and concentrated then chromatogra...